Task: describe an organic reaction: reactants, conditions, products, and yield. Dataset: the Open Reaction Database (ORD), a public repository of structured organic reaction records Reactants: CC1(OC(C(O1)=CC(=O)Cl)=O)C ((2,2-dimethyl-5-oxo-[1,3]dioxolan-4-ylidene)-acetyl chloride), C(C)(C)(C)OC(CONCC1=CC=C(C=C1)F)=O ([N-(4-fluorobenzyl)aminooxy]-acetic acid tert-butyl ester), compound 1-A. The product is C(C)(C)(C)OC(CON(CC1=CC=C(C=C1)F)C(C=C1OC(OC1=O)(C)C)=O)=O ([[2-(2,2-Dimethyl-5-oxo-[1,3]dioxolan-4-ylidene)-acetyl]-(4-fluoro-benzyl)-aminooxy]-acetic acid tert-butyl ester). Isolated yield 85.0%. Reaction SMILES: [CH3:1][C:2]1([CH3:12])[O:6][C:5](=[CH:7][C:8](Cl)=[O:9])[C:4](=[O:11])[O:3]1.[C:13]([O:17][C:18](=[O:30])[CH2:19][O:20][NH:21][CH2:22][C:23]1[CH:28]=[CH:27][C:26]([F:29])=[CH:25][CH:24]=1)([CH3:16])([CH3:15])[CH3:14]>>[C:13]([O:17][C:18](=[O:30])[CH2:19][O:20][N:21]([C:8](=[O:9])[CH:7]=[C:5]1[C:4](=[O:11])[O:3][C:2]([CH3:12])([CH3:1])[O:6]1)[CH2:22][C:23]1[CH:28]=[CH:27][C:26]([F:29])=[CH:25][CH:24]=1)([CH3:16])([CH3:14])[CH3:15]. Reported procedure: Reaction of (2,2-dimethyl-5-oxo-[1,3]dioxolan-4-ylidene)-acetyl chloride with [N-(4-fluorobenzyl)aminooxy]-acetic acid tert-butyl ester as described in the preparation of compound 1-A gave the title amide as white crystals (85% yield): mp 119-120° C. (ethyl acetate-hexane). 1HNMR 400 MHz (CDCl3) δ (ppm): 1.48 (9H, s, t-Bu), 1.74 (6H, s, CH3), 4.30 (2H, s, CH2), 4.88 (2H, s, CH2), 6.48 (1H, s, CH), 7.0 (2H, m, aromatics), 7.38 (2H, m, aromatics). Anal. calcd for C20H24FNO7: C, 58.67; H, 5.91; N, ... The reactants are COc1cccc(CCc2cc(N)n(C(C)(C)C)n2)c1, C[Al](C)C, Cc1ccccc1, CCOC(=O)c1ccc(N2CCNCC2)cc1. Product: COc1cccc(CCc2cc(NC(=O)c3ccc(N4CCNCC4)cc3)n(C(C)(C)C)n2)c1. Reaction SMILES: [C:5]([CH3:6])([CH3:7])([CH3:8])[n:9]1[n:10][c:11]([CH2:15][CH2:16][c:17]2[cH:18][c:19]([O:23][CH3:24])[cH:20][cH:21][cH:22]2)[cH:12][c:13]1[NH2:14].[CH3:1][Al:2]([CH3:3])[CH3:4].[CH3:42][c:43]1[cH:44][cH:45][cH:46][cH:47][cH:48]1.[N:25]1([c:31]2[cH:32][cH:33][c:34]([C:35](=[O:36])[O:37][CH2:38][CH3:39])[cH:40][cH:41]2)[CH2:26][CH2:27][NH:28][CH2:29][CH2:30]1>>[C:5]([CH3:6])([CH3:7])([CH3:8])[n:9]1[n:10][c:11]([CH2:15][CH2:16][c:17]2[cH:18][c:19]([O:23][CH3:24])[cH:20][cH:21][cH:22]2)[cH:12][c:13]1[NH:14][C:35]([c:34]1[cH:33][cH:32][c:31]([N:25]2[CH2:26][CH2:27][NH:28][CH2:29][CH2:30]2)[cH:41][cH:40]1)=[O:36].